Dataset: the Open Reaction Database (ORD), a public repository of structured organic reaction records. Task: describe an organic reaction: reactants, conditions, products, and yield The reactants are C(C1=CC=CC=C1)OC(=O)N1C[C@@H](CCC1)C(=O)Cl ((R)-3-chlorocarbonyl-piperidine-1-carboxylic acid benzyl ester), COC1=C(C=CC=C1)C1=CC(=NC=N1)N (6-(2-methoxy-phenyl)-pyrimidin-4-ylamine), C(C)(=O)OCC (ethyl acetate). The reagents and catalysts are CN(C1=CC=NC=C1)C (4-dimethylaminopyridine). Run in ClCCl (dichloromethane), CCCCCC (hexane). Reaction conditions: time 2 hour. Yields the product C(C1=CC=CC=C1)OC(=O)N1C[C@@H](CCC1)C(NC1=NC=NC(=C1)C1=C(C=CC=C1)OC)=O ((R)-3-[6-(2-methoxy-phenyl)-pyrimidin-4-ylcarbamoyl]-piperidine-1-carboxylic acid benzyl ester). The yield is 66.8%. RXN SMILES: [CH3:1][O:2][C:3]1[CH:8]=[CH:7][CH:6]=[CH:5][C:4]=1[C:9]1[N:14]=[CH:13][N:12]=[C:11]([NH2:15])[CH:10]=1.[CH2:16]([O:23][C:24]([N:26]1[CH2:31][CH2:30][CH2:29][C@@H:28]([C:32](Cl)=[O:33])[CH2:27]1)=[O:25])[C:17]1[CH:22]=[CH:21][CH:20]=[CH:19][CH:18]=1.C(OCC)(=O)C>ClCCl.CN(C)C1C=CN=CC=1.CCCCCC>[CH2:16]([O:23][C:24]([N:26]1[CH2:31][CH2:30][CH2:29][C@@H:28]([C:32](=[O:33])[NH:15][C:11]2[CH:10]=[C:9]([C:4]3[CH:5]=[CH:6][CH:7]=[CH:8][C:3]=3[O:2][CH3:1])[N:14]=[CH:13][N:12]=2)[CH2:27]1)=[O:25])[C:17]1[CH:22]=[CH:21][CH:20]=[CH:19][CH:18]=1. Procedure: To a solution of 6-(2-methoxy-phenyl)-pyrimidin-4-ylamine (XXIV) (5.80 g, 28.5 mmol) in 60 ml of dichloromethane was added 4-dimethylaminopyridine (4.16 g, 34.2 mmol) followed by dropwise addition of (R)-3-chlorocarbonyl-piperidine-1-carboxylic acid benzyl ester (XXIX) (8.00 g, 28.5 mmol) at room temperature. The reaction mixture was stirred for 2 hours and washed with water. The organic layer was separated, dried over sodium sulfate and concentrated. The obtained crude residue was passed throug... The reactants are CCCCC#Cc1cc(OC)ccc1C(=O)OC, C1CCOC1, CNOC, [Li]CCCC, Cl. The product is CCCCC#Cc1cc(OC)ccc1C(=O)N(C)OC. Reaction SMILES: [C:11](#[C:12][CH2:13][CH2:14][CH2:15][CH3:16])[c:17]1[c:18]([C:19]([O:21][CH3:20])=[O:22])[cH:23][cH:24][c:25]([O:27][CH3:28])[cH:26]1.[CH2:29]1[O:30][CH2:31][CH2:32][CH2:33]1.[CH3:2][NH:3][O:4][CH3:5].[CH3:6][CH2:7][CH2:8][CH2:9][Li:10].[ClH:1]>>[CH3:2][N:3]([O:4][CH3:5])[C:19]([c:18]1[c:17]([C:11]#[C:12][CH2:13][CH2:14][CH2:15][CH3:16])[cH:26][c:25]([O:27][CH3:28])[cH:24][cH:23]1)=[O:21]. The reactants are BrC=1C=C(C=O)C=C(C1)C(F)(F)F (3-bromo-5-(trifluoromethyl)benzaldehyde), C([O-])([O-])=O.[Na+].[Na+] (sodium carbonate), N1=CC=C(C=C1)B(O)O (pyridine-4-boronic acid). Reagents/catalysts: C=1C=CC(=CC1)[P](C=2C=CC=CC2)(C=3C=CC=CC3)[Pd]([P](C=4C=CC=CC4)(C=5C=CC=CC5)C=6C=CC=CC6)([P](C=7C=CC=CC7)(C=8C=CC=CC8)C=9C=CC=CC9)[P](C=1C=CC=CC1)(C=1C=CC=CC1)C=1C=CC=CC1 (Pd(PPh3)4). Solvent: CCOCC (ether), O1CCOCC1 (1,4-dioxane). Run at temperature 90 celsius. Yields the product N1=CC=C(C=C1)C=1C=C(C=O)C=C(C1)C(F)(F)F (3-(pyridin-4-yl)-5-(trifluoromethyl)benzaldehyde). As a reaction SMILES: Br[C:2]1[CH:3]=[C:4]([CH:7]=[C:8]([C:10]([F:13])([F:12])[F:11])[CH:9]=1)[CH:5]=[O:6].C(=O)([O-])[O-].[Na+].[Na+].[N:20]1[CH:25]=[CH:24][C:23](B(O)O)=[CH:22][CH:21]=1>O1CCOCC1.CCOCC.C1C=CC([P]([Pd]([P](C2C=CC=CC=2)(C2C=CC=CC=2)C2C=CC=CC=2)([P](C2C=CC=CC=2)(C2C=CC=CC=2)C2C=CC=CC=2)[P](C2C=CC=CC=2)(C2C=CC=CC=2)C2C=CC=CC=2)(C2C=CC=CC=2)C2C=CC=CC=2)=CC=1>[N:20]1[CH:25]=[CH:24][C:23]([C:2]2[CH:3]=[C:4]([CH:7]=[C:8]([C:10]([F:13])([F:12])[F:11])[CH:9]=2)[CH:5]=[O:6])=[CH:22][CH:21]=1 |f:1.2.3,^1:43,45,64,83|. Procedure: To 3-bromo-5-(trifluoromethyl)benzaldehyde (1.0 g, 3.95 mmol) in 1,4-dioxane (15 ml), pyridine-4-boronic acid) (583 mg, 4.74 mmol), sodium carbonate (2M aqueous solution) (1.67 gms in 7.9 ml water) and Pd(PPh3)4 450 mg, 0.39 mmol) was added and heated at 90° C. for 5 h. Then reaction mixture was diluted with ether, washed with water, brine and dried. Volatiles were removed under vacuum and the crude residue was column chromatographed (50% ethylacetate/50% hexanes) to yield 250 mg of 3-(pyridin-4... Reactants: O=C([O-])[O-], C=CCC1CCCCC1OS(C)(=O)=O, CN(C)P(=O)(N(C)C)N(C)C, [K+], [K+], CCOC(=O)CCc1ccc(N)cc1, O. Product: C=CCC1CCCCC1Nc1ccc(CCC(=O)OCC)cc1. Reaction SMILES: [C:29](=[O:30])([O-:31])[O-:32].[CH3:15][S:16]([O:17][CH:20]1[CH:21]([CH2:26][CH:27]=[CH2:28])[CH2:22][CH2:23][CH2:24][CH2:25]1)(=[O:18])=[O:19].[CH3:35][N:36]([P:37]([N:38]([CH3:39])[CH3:40])([N:41]([CH3:42])[CH3:43])=[O:44])[CH3:45].[K+:33].[K+:34].[NH2:1][c:2]1[cH:3][cH:4][c:5]([CH2:6][CH2:7][C:8](=[O:9])[O:10][CH2:11][CH3:12])[cH:13][cH:14]1.[OH2:46]>>[NH:1]([c:2]1[cH:3][cH:4][c:5]([CH2:6][CH2:7][C:8](=[O:9])[O:10][CH2:11][CH3:12])[cH:13][cH:14]1)[CH:20]1[CH:21]([CH2:26][CH:27]=[CH2:28])[CH2:22][CH2:23][CH2:24][CH2:25]1. Procedure details: A solution of octylmagnesium bromide was prepared by dropping 34.2 g (0.177 mol) of 1-bromoctane in 10 ml of diethyl ether into 6.5 g (0.268 mol) of magnesium in 10 ml of diethyl ether and refluxing for three hours. The solution of the Grignard reagent was transferred under nitrogen to the dropping funnel of a 150 ml three-necked flask additionally fitted with a reflux condenser, a magnetic stirrer and a nitrogen outlet and containing a solution of 15 g (0.118 mol) of N-ethyl-succinimide in 50 m... Solvent: C(C)OCC (diethyl ether), C(C)OCC (diethyl ether). The product is C(CCCCCCC)[Mg]Br (octylmagnesium bromide), yellow oil. Reaction SMILES: [Br:1]CCCCCCCC.[Mg:10].C(N1[C:17](=O)[CH2:16][CH2:15][C:14]1=O)C.OS(O)(=O)=O.O1[CH2:29][CH2:28][CH2:27][CH2:26]1>C(OCC)C>[CH2:26]([Mg:10][Br:1])[CH2:27][CH2:28][CH2:29][CH2:17][CH2:16][CH2:15][CH3:14]. Starting materials: Grignard reagent, C(C)N1C(CCC1=O)=O (N-ethyl-succinimide), O1CCCC1 (tetrahydrofuran), OS(=O)(=O)O (H2SO4), alcoholate, BrCCCCCCCC (1-bromoctane), [Mg] (magnesium), Grignard reagent. Reaction conditions: time 2 day. The reactants are BrC1=CC(=C(C#N)C(=C1)C)OC (4-bromo-2-methoxy-6-methyl-benzonitrile), [H-].C(C(C)C)[Al+]CC(C)C (diisobutylaluminium hydride), O1CCCC1 (tetrahydrofuran). Run at time 18 hour. Yields the product BrC1=CC(=C(C=O)C(=C1)C)OC (4-bromo-2-methoxy-6-methyl-benzaldehyde). Isolated yield 44.0%. Reaction SMILES: [Br:1][C:2]1[CH:9]=[C:8]([CH3:10])[C:5]([C:6]#N)=[C:4]([O:11][CH3:12])[CH:3]=1.[H-].C([Al+]CC(C)C)C(C)C.[O:23]1CCCC1>>[Br:1][C:2]1[CH:9]=[C:8]([CH3:10])[C:5]([CH:6]=[O:23])=[C:4]([O:11][CH3:12])[CH:3]=1 |f:1.2|. Procedure: To a solution of 4-bromo-2-methoxy-6-methyl-benzonitrile (2.8 g, 12.38 mmol) in tetrahydrofuran (24.8 ml) is added diisobutylaluminium hydride (1.2 M in toluene) (24.8 ml, 29.7 mmol) at −78° C. The reaction mixture is slowly warmed to RT and stirred at RT for 18 h. The reaction is quenched with 1 M hydrochloric acid at 0° C. The resulting mixture is stirred at RT for 1 h and extracted with ethyl acetate (3×50 ml). The combined organic layers are washed with water (40 ml), dried over sodium sulfa... Reactants: CC1=CCC(C(C1)(C)C)C(C)O (1,5,5-trimethyl-4-(1-hydroxyethyl)-cyclohex-1-ene), C(C)(=O)OC(C)=O (acetic anhydride). Run in O (water). Conditions: time 4 hour. Product: CC1=CCC(C(C1)(C)C)C(C)OC(C)=O (1,5,5-trimethyl-4-(1 -acetoxyethyl)-cyclohex-1-ene). The yield is 82.6%. As a reaction SMILES: [CH3:1][C:2]1[CH2:7][C:6]([CH3:9])([CH3:8])[CH:5]([CH:10]([OH:12])[CH3:11])[CH2:4][CH:3]=1.[C:13](OC(=O)C)(=[O:15])[CH3:14]>O>[CH3:1][C:2]1[CH2:7][C:6]([CH3:8])([CH3:9])[CH:5]([CH:10]([O:12][C:13](=[O:15])[CH3:14])[CH3:11])[CH2:4][CH:3]=1. Procedure details: A 1 liter flask, provided with a mechanical stirrer, a heater and a reflux condenser fitted with a calcium chloride drying tube, is charged with 190.8 g of 1,5,5-trimethyl-4-(1-hydroxyethyl)-cyclohex-1-ene and 173.8 g of acetic anhydride. The mixture is brought to 100° for 4 hours. After cooling, the mixture is immersed in 250 ml of water and extracted with 3 times 100 ml of benzene. The extract is then washed once with 100 ml of water, twice with 100 ml of a 9% solution of sodium bicarbonate an...